Task: describe an organic reaction: reactants, conditions, products, and yield. Dataset: the Open Reaction Database (ORD), a public repository of structured organic reaction records Reactants: NC1=CC=C(C=C1)SC1=C/C(/NC2=CC=CC=C12)=C/1\C(=NNC1=O)CCC ((Z)-4-(4-(4-aminophenylthio)quinolin-2(1H)-ylidene)-3-propyl-1H-pyrazol-5(4H)-one), CN1CCC(CC1)C(=O)Cl (1-methylpiperidine-4-carbonyl chloride), C28H31N5O2S. Run in C1CCOC1 (THF). Product: CN1CCC(CC1)C(=O)NC1=CC=C(C=C1)SC1=C/C(/NC2=CC=CC=C12)=C/1\C(=NNC1=O)CCC ((Z)-1-methyl-N-(4-(2-(5-oxo-3-propyl-1H-pyrazol-4(5H)-ylidene)-1,2-dihydroquinolin-4-ylthio)phenyl)piperidine-4-carboxamide). As a reaction SMILES: [NH2:1][C:2]1[CH:7]=[CH:6][C:5]([S:8][C:9]2[C:18]3[C:13](=[CH:14][CH:15]=[CH:16][CH:17]=3)[NH:12]/[C:11](=[C:19]3/[C:20]([CH2:25][CH2:26][CH3:27])=[N:21][NH:22][C:23]/3=[O:24])/[CH:10]=2)=[CH:4][CH:3]=1.[CH3:28][N:29]1[CH2:34][CH2:33][CH:32]([C:35](Cl)=[O:36])[CH2:31][CH2:30]1>C1COCC1>[CH3:28][N:29]1[CH2:34][CH2:33][CH:32]([C:35]([NH:1][C:2]2[CH:3]=[CH:4][C:5]([S:8][C:9]3[C:18]4[C:13](=[CH:14][CH:15]=[CH:16][CH:17]=4)[NH:12]/[C:11](=[C:19]4/[C:20]([CH2:25][CH2:26][CH3:27])=[N:21][NH:22][C:23]/4=[O:24])/[CH:10]=3)=[CH:6][CH:7]=2)=[O:36])[CH2:31][CH2:30]1. Reported procedure: The title compound was synthesized using (Z)-4-(4-(4-aminophenylthio)quinolin-2(1H)-ylidene)-3-propyl-1H-pyrazol-5(4H)-one and 1-methylpiperidine-4-carbonyl chloride in THF according to the procedure described in the synthesis of Example 26. 1H NMR (400 MHz, DMSO-d6) δ ppm 0.69 (t, J=7.33 Hz, 3H) 1.32 (dq, J=14.84, 7.35 Hz, 2H) 1.79-1.90 (m, 2H) 2.02-2.05 (m, 2H) 2.16-2.18 (m, 2H) 2.58-2.69 (m, 2H) 2.79-2.84 (m, 3H) 2.94-3.06 (m, 2H) 6.73 (s, 1H) 7.57 (t, J=7.45 Hz, 1H) 7.69 (d, J=8.59 Hz, 2H) 7...